This data is from the Open Reaction Database (ORD), a public repository of structured organic reaction records. The task is: describe an organic reaction: reactants, conditions, products, and yield Starting materials: O[C@H](C)[C@@H]1[C@@H]2N([C@H](C([C@@H]2C)=O)C(=O)OCC2=CC=C(C=C2)[N+](=O)[O-])C1=O (4-nitrobenzyl (1R,3R,5R,6S)-6-((1R)-1-hydroxyethyl)-1-methyl-2-oxo-1-carbapenam-3-carboxylate), S1C(=CC=C1)C(=O)C=1N=CN2C1SC(=C2)[Sn](CCCC)(CCCC)CCCC (7-(thiophen-2-yl)carbonyl-2-(tri-n-butylstannyl)imidazo[5,1-b]thiazole). Product: O[C@H](C)[C@@H]1[C@@H]2N(C(=C([C@@H]2C)C2=CN3C(S2)=C(N=C3)C(=O)C=3SC=CC3)C(=O)OCC3=CC=C(C=C3)[N+](=O)[O-])C1=O (4-Nitrobenzyl (1S,5R,6S)-6-((1R)-1-hydroxyethyl)-1-methyl-2-[7-(thiophen-2-yl)carbonylimidazo[5,1-b]-thiazol-2-yl]-1-carbapen-2-em-3-carboxylate). Yield: 79.9%. Reaction SMILES: [OH:1][C@@H:2]([C@H:4]1[C:25](=[O:26])[N:6]2[C@@H:7]([C:12]([O:14][CH2:15][C:16]3[CH:21]=[CH:20][C:19]([N+:22]([O-:24])=[O:23])=[CH:18][CH:17]=3)=[O:13])[C:8](=O)[C@H:9]([CH3:10])[C@H:5]12)[CH3:3].[S:27]1[CH:31]=[CH:30][CH:29]=[C:28]1[C:32]([C:34]1[N:35]=[CH:36][N:37]2[CH:41]=[C:40]([Sn](CCCC)(CCCC)CCCC)[S:39][C:38]=12)=[O:33]>>[OH:1][C@@H:2]([C@H:4]1[C:25](=[O:26])[N:6]2[C:7]([C:12]([O:14][CH2:15][C:16]3[CH:21]=[CH:20][C:19]([N+:22]([O-:24])=[O:23])=[CH:18][CH:17]=3)=[O:13])=[C:8]([C:40]3[S:39][C:38]4=[C:34]([C:32]([C:28]5[S:27][CH:31]=[CH:30][CH:29]=5)=[O:33])[N:35]=[CH:36][N:37]4[CH:41]=3)[C@H:9]([CH3:10])[C@H:5]12)[CH3:3]. Procedure: 4-Nitrobenzyl (1S,5R,6S)-6-((1R)-1-hydroxyethyl)-1-methyl-2-[7-(thiophen-2-yl)carbonylimidazo[5,1-b]-thiazol-2-yl]-1-carbapen-2-em-3-carboxylate (815 mg) was prepared in the same manner as in step a) of Example 1, except that 640 mg of 4-nitrobenzyl (1R,3R,5R,6S)-6-((1R)-1-hydroxyethyl)-1-methyl-2-oxo-1-carbapenam-3-carboxylate and 923 mg of 7-(thiophen-2-yl)carbonyl-2-(tri-n-butylstannyl)imidazo[5,1-b]thiazole were used as the starting compounds. Reactants: CCCC[N+](CCCC)(CCCC)CCCC.[F-].C1CCOC1 (TBAF THF), ClC1=C(C=C(C=C1)[C@H](CI)O[Si](CC)(CC)CC)NS(=O)(=O)C ((R)—N-(2-Chloro-5-(2-iodo-1-(triethylsilyloxy)ethyl)phenyl)methanesulfonamide), C(C)(=O)OCC (ethyl acetate). The solvent is [Cl-].[Na+].O (brine), C1CCOC1 (THF). Run at time 1 hour. Product: ClC1=C(C=C(C=C1)[C@H]1OC1)NS(=O)(=O)C ((R)—N-(2-Chloro-5-(oxiran-2-yl)phenyl)methanesulfonamide). Isolated yield 50.0%. RXN SMILES: [Cl:1][C:2]1[CH:7]=[CH:6][C:5]([C@@H:8]([O:11][Si](CC)(CC)CC)[CH2:9]I)=[CH:4][C:3]=1[NH:19][S:20]([CH3:23])(=[O:22])=[O:21].CCCC[N+](CCCC)(CCCC)CCCC.[F-].C1COCC1.C(OCC)(=O)C>C1COCC1.[Cl-].[Na+].O>[Cl:1][C:2]1[CH:7]=[CH:6][C:5]([C@@H:8]2[CH2:9][O:11]2)=[CH:4][C:3]=1[NH:19][S:20]([CH3:23])(=[O:22])=[O:21] |f:1.2.3,6.7.8|. Procedure details: (R)—N-(2-Chloro-5-(2-iodo-1-(triethylsilyloxy)ethyl)phenyl)methanesulfonamide (2.2308 g) was dissolved in dehydrated THF (40 mL), and added with 1 mol/L-TBAF-THF solution (10 mL; manufactured by Sigma-Aldrich Co.), followed by replacement with nitrogen and stirring at room temperature for 1 hour. The reaction solution was added to brine, and extraction was carried out once with ethyl acetate. The organic layer was washed once with water and dried over magnesium sulfate. After the solvent was eva... Procedure details: 3′-Nitrobiphenyl sulfonic acid (2 g) was refluxed in thionyl chloride (30 mL) with a catalytic quantity of DMF (0.5 mL) for 4 hours. Toluene was added and the solvents evaporated under vacuum. The residue was recrystallised from ethyl acetate/petrol to give the title compound as white crystals. Reactants: [N+](=O)([O-])C=1C=C(C=CC1)C=1C(=CC=CC1)S(=O)(=O)O (3′-Nitrobiphenyl sulfonic acid), CN(C)C=O (DMF), S(=O)(Cl)Cl (thionyl chloride), C1(=CC=CC=C1)C (Toluene). Yields the product [N+](=O)([O-])C=1C=C(C=CC1)C=1C(=CC=CC1)S(=O)(=O)Cl (3′-Nitrobiphenyl sulfonyl chloride). As a reaction SMILES: [N+:1]([C:4]1[CH:5]=[C:6]([C:10]2[C:11]([S:16]([OH:19])(=O)=[O:17])=[CH:12][CH:13]=[CH:14][CH:15]=2)[CH:7]=[CH:8][CH:9]=1)([O-:3])=[O:2].CN(C=O)C.C1(C)C=CC=CC=1.S(Cl)([Cl:34])=O>>[N+:1]([C:4]1[CH:5]=[C:6]([C:10]2[C:11]([S:16]([Cl:34])(=[O:19])=[O:17])=[CH:12][CH:13]=[CH:14][CH:15]=2)[CH:7]=[CH:8][CH:9]=1)([O-:3])=[O:2]. As a reaction SMILES: [CH3:1][O:2][C:3]1[CH:4]=[C:5]([CH:28]=[CH:29][C:30]=1[O:31][CH3:32])[CH2:6][NH:7][C:8]([C:10]1([CH2:23][CH2:24][CH2:25][CH2:26]Br)[C:22]2[CH:21]=[CH:20][CH:19]=[CH:18][C:17]=2[C:16]2[C:11]1=[CH:12][CH:13]=[CH:14][CH:15]=2)=[O:9].[N:33]1([C:39]2[CH:48]=[CH:47][C:46]3[C:41](=[CH:42][CH:43]=[CH:44][CH:45]=3)[N:40]=2)[CH2:38][CH2:37][NH:36][CH2:35][CH2:34]1>>[CH3:1][O:2][C:3]1[CH:4]=[C:5]([CH:28]=[CH:29][C:30]=1[O:31][CH3:32])[CH2:6][NH:7][C:8]([C:10]1([CH2:23][CH2:24][CH2:25][CH2:26][N:36]2[CH2:37][CH2:38][N:33]([C:39]3[CH:48]=[CH:47][C:46]4[C:41](=[CH:42][CH:43]=[CH:44][CH:45]=4)[N:40]=3)[CH2:34][CH2:35]2)[C:22]2[CH:21]=[CH:20][CH:19]=[CH:18][C:17]=2[C:16]2[C:11]1=[CH:12][CH:13]=[CH:14][CH:15]=2)=[O:9]. Procedure details: Prepared analogously to Example 1 from 9-(4-bromo-butyl)-9H-fluorene-9-carboxylic acid-3,4-dimethoxy-benzylamide and 2-piperazin-1-yl-quinoline. Starting materials: COC=1C=C(CNC(=O)C2(C3=CC=CC=C3C=3C=CC=CC23)CCCCBr)C=CC1OC (9-(4-bromo-butyl)-9H-fluorene-9-carboxylic acid-3,4-dimethoxy-benzylamide), N1(CCNCC1)C1=NC2=CC=CC=C2C=C1 (2-piperazin-1-yl-quinoline). Yields the product COC=1C=C(CNC(=O)C2(C3=CC=CC=C3C=3C=CC=CC23)CCCCN2CCN(CC2)C2=NC3=CC=CC=C3C=C2)C=CC1OC (9-[4-(4-quinolin-2-yl-piperazin-1-yl)-butyl]-9H-fluorene-9-carboxylic acid-3,4-dimethoxy-benzylamide). Reactants: C1(CC1)COC1=C(C=CC(=N1)C(=O)N[C@H](C(=O)OCC)CC(C)C)N1CC(C1)(F)F ((S)-ethyl 2-(6-(cyclopropylmethoxy)-5-(3,3-difluoroazetidin-1-yl)picolinamido)-4-methylpentanoate), [OH-].[Li+] (lithium hydroxide). Product: C1(CC1)COC1=C(C=CC(=N1)C(=O)N[C@H](C(=O)O)CC(C)C)N1CC(C1)(F)F ((S)-2-(6-(Cyclopropylmethoxy)-5-(3,3-difluoroazetidin-1-yl)picolinamido)-4-methylpentanoic acid). As a reaction SMILES: [CH:1]1([CH2:4][O:5][C:6]2[N:11]=[C:10]([C:12]([NH:14][C@@H:15]([CH2:21][CH:22]([CH3:24])[CH3:23])[C:16]([O:18]CC)=[O:17])=[O:13])[CH:9]=[CH:8][C:7]=2[N:25]2[CH2:28][C:27]([F:30])([F:29])[CH2:26]2)[CH2:3][CH2:2]1.[OH-].[Li+]>>[CH:1]1([CH2:4][O:5][C:6]2[N:11]=[C:10]([C:12]([NH:14][C@@H:15]([CH2:21][CH:22]([CH3:24])[CH3:23])[C:16]([OH:18])=[O:17])=[O:13])[CH:9]=[CH:8][C:7]=2[N:25]2[CH2:28][C:27]([F:29])([F:30])[CH2:26]2)[CH2:3][CH2:2]1 |f:1.2|. Procedure: In analogy to the procedure described in Example 5 c), (S)-ethyl 2-(6-(cyclopropylmethoxy)-5-(3,3-difluoroazetidin-1-yl)picolinamido)-4-methylpentanoate was saponified with lithium hydroxide to obtain the title compound. MS (EI): m/e=396.3 [M−H]−. The reactants are C(C)(C)(C)OC(=O)N1CCC(CC1)CCC(=O)N1C[C@@H](CCC1)C(N[C@@H](CC(=O)OC)C=1C=NC=C(C1)O)=O (tert-butyl-4-{3-[(3R)-3-{[(1S)-1-(5-hydroxypyridin-3-yl)-3-methoxy-3-oxopropyl]carbamoyl}piperidin-1-yl]-3-oxopropyl}piperidine-1-carboxylate), [H-].[Na+] (sodium hydride), BrC1=C(C#N)C=CC(=C1)CBr (2-bromo-4-(bromomethyl)benzonitrile). Run in CN(C)C=O (DMF). Reaction conditions: temperature 0 celsius. The product is C(C)(C)(C)OC(=O)N1CCC(CC1)CCC(=O)N1C[C@@H](CCC1)C(N[C@@H](CC(=O)OC)C=1C=NC=C(C1)OCC1=CC(=C(C=C1)C#N)Br)=O (tert-butyl-4-{3-[(3R)-3-{[(1S)-1-{5-[(3-bromo-4-cyanobenzyl)oxy]pyridin-3-yl}-3-methoxy-3-oxopropyl]carbamoyl}piperidin-1-yl]-3-oxopropyl}piperidine-1-carboxylate). The yield is 34.5%. As a reaction SMILES: [C:1]([O:5][C:6]([N:8]1[CH2:13][CH2:12][CH:11]([CH2:14][CH2:15][C:16]([N:18]2[CH2:23][CH2:22][CH2:21][C@@H:20]([C:24](=[O:39])[NH:25][C@H:26]([C:32]3[CH:33]=[N:34][CH:35]=[C:36]([OH:38])[CH:37]=3)[CH2:27][C:28]([O:30][CH3:31])=[O:29])[CH2:19]2)=[O:17])[CH2:10][CH2:9]1)=[O:7])([CH3:4])([CH3:3])[CH3:2].[H-].[Na+].[Br:42][C:43]1[CH:50]=[C:49]([CH2:51]Br)[CH:48]=[CH:47][C:44]=1[C:45]#[N:46]>CN(C=O)C>[C:1]([O:5][C:6]([N:8]1[CH2:9][CH2:10][CH:11]([CH2:14][CH2:15][C:16]([N:18]2[CH2:23][CH2:22][CH2:21][C@@H:20]([C:24](=[O:39])[NH:25][C@H:26]([C:32]3[CH:33]=[N:34][CH:35]=[C:36]([O:38][CH2:51][C:49]4[CH:48]=[CH:47][C:44]([C:45]#[N:46])=[C:43]([Br:42])[CH:50]=4)[CH:37]=3)[CH2:27][C:28]([O:30][CH3:31])=[O:29])[CH2:19]2)=[O:17])[CH2:12][CH2:13]1)=[O:7])([CH3:4])([CH3:2])[CH3:3] |f:1.2|. Reported procedure: To tert-butyl-4-{3-[(3R)-3-{[(1S)-1-(5-hydroxypyridin-3-yl)-3-methoxy-3-oxopropyl]carbamoyl}piperidin-1-yl]-3-oxopropyl}piperidine-1-carboxylate (100 mg, 0.18 mmol) in DMF (3 mL) was added sodium hydride (8 mg, 60% 0.2 mmol). The solution was cooled to 0° C. and 2-bromo-4-(bromomethyl)benzonitrile (55 mg, 0.2 mmol) while stirring. The mixture was warmed to room temperature and quenched by addition of water and ethyl acetate after 45 minutes. Phases were separated and the water phase was extracte... The reactants are ClCCl, CC(=O)Nc1ccnc(CO)c1. Product: CC(=O)Nc1ccnc(C=O)c1. RXN SMILES: [Cl:13][CH2:14][Cl:15].[OH:1][CH2:2][c:3]1[n:4][cH:5][cH:6][c:7]([NH:9][C:10]([CH3:11])=[O:12])[cH:8]1>>[O:1]=[CH:2][c:3]1[n:4][cH:5][cH:6][c:7]([NH:9][C:10]([CH3:11])=[O:12])[cH:8]1.